describe an organic reaction: reactants, conditions, products, and yield From a dataset of the Open Reaction Database (ORD), a public repository of structured organic reaction records. Starting materials: OC(c1cccc(Br)n1)C(F)(F)F, O=C([O-])[O-], CCC(C)(C)O, [K+], [K+], CC(C)(O)c1ccc(-c2nc(C(N)=O)c(N)s2)cc1, O=C(C=Cc1ccccc1)C=Cc1ccccc1, O=C(C=Cc1ccccc1)C=Cc1ccccc1, O=C(C=Cc1ccccc1)C=Cc1ccccc1, [Pd], [Pd]. Yields the product CC(C)(O)c1ccc(-c2nc(C(N)=O)c(Nc3cccc(C(O)C(F)(F)F)n3)s2)cc1. Reaction SMILES: [Br:20][c:21]1[cH:22][cH:23][cH:24][c:25]([CH:27]([C:28]([F:29])([F:30])[F:31])[OH:32])[n:26]1.[C:33](=[O:34])([O-:35])[O-:36].[C:39]([OH:40])([CH2:41][CH3:42])([CH3:43])[CH3:44].[K+:37].[K+:38].[NH2:1][c:2]1[c:3]([C:17](=[O:18])[NH2:19])[n:4][c:5](-[c:7]2[cH:8][cH:9][c:10]([C:13]([CH3:14])([CH3:15])[OH:16])[cH:11][cH:12]2)[s:6]1.[O:47]=[C:48]([CH:49]=[CH:50][c:51]1[cH:52][cH:53][cH:54][cH:55][cH:56]1)[CH:57]=[CH:58][c:59]1[cH:60][cH:61][cH:62][cH:63][cH:64]1.[O:65]=[C:66]([CH:67]=[CH:68][c:69]1[cH:70][cH:71][cH:72][cH:73][cH:74]1)[CH:75]=[CH:76][c:77]1[cH:78][cH:79][cH:80][cH:81][cH:82]1.[O:83]=[C:84]([CH:85]=[CH:86][c:87]1[cH:88][cH:89][cH:90][cH:91][cH:92]1)[CH:93]=[CH:94][c:95]1[cH:96][cH:97][cH:98][cH:99][cH:100]1.[Pd:45].[Pd:46]>>[NH:1]([c:2]1[c:3]([C:17](=[O:18])[NH2:19])[n:4][c:5](-[c:7]2[cH:8][cH:9][c:10]([C:13]([CH3:14])([CH3:15])[OH:16])[cH:11][cH:12]2)[s:6]1)[c:21]1[cH:22][cH:23][cH:24][c:25]([CH:27]([C:28]([F:29])([F:30])[F:31])[OH:32])[n:26]1. Run in O1CCCC1 (tetrahydrofurane), CC(C)O (propan-2-ol), C(C)(=O)OCC (ethyl acetate). Procedure: A solution of aldehyde 80 (253 mg, 1.3 mmol) in tetrahydrofurane (1 mL) and propan-2-ol (2 mL) was treated with solid sodium borohydride (175 mg, 4.6 mmol) and stirred at −5° C. for 15 min. Acetone (5 mL) was added, stirred at the same temperature for 10 min and then diluted with ethyl acetate (100 mL), washed with 5% KHSO4 in water, then saturated NaHCO3 and finally with water, dried (MgSO4), and used for the next step without further purification. Run at temperature -5 celsius, time 15 minute. Starting materials: NC=1C=C(C=CC1[N+](=O)[O-])CCC=O (3-(3-Amino-4-nitro-phenyl)-propionaldehyde), [BH4-].[Na+] (sodium borohydride), CC(=O)C (Acetone). Yields the product NC=1C=C(C=CC1[N+](=O)[O-])CCCO (3-(3-Amino-4-nitro-phenyl)-propan-1-ol). As a reaction SMILES: [NH2:1][C:2]1[CH:3]=[C:4]([CH2:11][CH2:12][CH:13]=[O:14])[CH:5]=[CH:6][C:7]=1[N+:8]([O-:10])=[O:9].[BH4-].[Na+].CC(C)=O>O1CCCC1.CC(O)C.C(OCC)(=O)C>[NH2:1][C:2]1[CH:3]=[C:4]([CH2:11][CH2:12][CH2:13][OH:14])[CH:5]=[CH:6][C:7]=1[N+:8]([O-:10])=[O:9] |f:1.2|. Starting materials: CCOC(=O)C=O, O=C(C=P(c1ccccc1)(c1ccccc1)c1ccccc1)CCl, C1COCCO1. Product: CCOC(=O)C=CC(=O)CCl. As a reaction SMILES: [C:25]([CH:26]=[O:27])(=[O:28])[O:29][CH2:30][CH3:31].[Cl:1][CH2:2][C:3](=[O:4])[CH:5]=[P:6]([c:7]1[cH:8][cH:9][cH:10][cH:11][cH:12]1)([c:13]1[cH:14][cH:15][cH:16][cH:17][cH:18]1)[c:19]1[cH:20][cH:21][cH:22][cH:23][cH:24]1.[O:32]1[CH2:33][CH2:34][O:35][CH2:36][CH2:37]1>>[Cl:1][CH2:2][C:3](=[O:4])[CH:5]=[CH:26][C:25](=[O:28])[O:29][CH2:30][CH3:31]. The reactants are C1(=CC=CC=C1)C(C(=CC=C(C(=O)OCC)N(C)C)SC)=O (ethyl 6-phenyl-6-oxo-5-methylthio-2-dimethylamino-2,4-hexadienoate), CC[O-].[Na+] (sodium ethylate), α-methylthio-4-dimethylaminoacetophenone, F[B-](F)(F)F.CN(C(=CC=[N+](C)C)C(=O)OCC)C (N-(3-dimethylamino-3-ethoxycarbonylpropenylidene)-N-methylmethanaminium tetrafluoroborate), ethanolic solution. The solvent is C(C)O (ethanol). Product: CN(C(C(=O)OCC)=CC=C(C(=O)C1=CC=C(C=C1)N(C)C)SC)C (ethyl 2-dimethylamino-6-(4-dimethylaminophenyl)-5-methylthio-6-oxo-2,4-hexadienoate). RXN SMILES: [C:1]1([C:7](=[O:22])[C:8]([S:20][CH3:21])=[CH:9][CH:10]=[C:11]([N:17]([CH3:19])[CH3:18])[C:12]([O:14][CH2:15][CH3:16])=[O:13])[CH:6]=[CH:5][CH:4]=[CH:3][CH:2]=1.F[B-](F)(F)F.[CH3:28][N:29](C)[C:30](C(OCC)=O)=CC=[N+](C)C.CC[O-].[Na+]>C(O)C>[CH3:19][N:17]([CH3:18])[C:11](=[CH:10][CH:9]=[C:8]([S:20][CH3:21])[C:7]([C:1]1[CH:2]=[CH:3][C:4]([N:29]([CH3:30])[CH3:28])=[CH:5][CH:6]=1)=[O:22])[C:12]([O:14][CH2:15][CH3:16])=[O:13] |f:1.2,3.4|. Reported procedure: The procedure is as in Example 4 for the preparation of ethyl 6-phenyl-6-oxo-5-methylthio-2-dimethylamino-2,4-hexadienoate, starting with N-(3-dimethylamino-3-ethoxycarbonylpropenylidene)-N-methylmethanaminium tetrafluoroborate (8.6 g), a 2M ethanolic solution of sodium ethylate (15 cc) and α-methylthio-4-dimethylaminoacetophenone (5.8 g) in ethanol (60 cc). After purification by chromatography on a silica column with a mixture of cyclohexane and ethyl acetate (50:50 by volume) as eluent, ethyl ... Starting materials: CO, CC(=O)Cl, Cc1ccc([N+](=O)[O-])cc1C(=O)O. The product is COC(=O)c1cc([N+](=O)[O-])ccc1C. As a reaction SMILES: [CH3:18][OH:19].[CH3:1][C:2](=[O:3])[Cl:4].[CH3:5][c:6]1[c:7]([C:8](=[O:9])[OH:10])[cH:11][c:12]([N+:15](=[O:16])[O-:17])[cH:13][cH:14]1>>[CH3:1][O:9][C:8]([c:7]1[c:6]([CH3:5])[cH:14][cH:13][c:12]([N+:15](=[O:16])[O-:17])[cH:11]1)=[O:10]. The reactants are Cc1c(Br)c2c(c(C)c1NC(=O)CC(C)(C)C)CC(C)(C)O2, Cc1ccc(O)cc1, CCCCCC. Yields the product Cc1ccc(Oc2c(C)c(NC(=O)CC(C)(C)C)c(C)c3c2OC(C)(C)C3)cc1. RXN SMILES: [Br:1][c:2]1[c:3]([CH3:22])[c:4]([NH:14][C:15]([CH2:16][C:17]([CH3:18])([CH3:19])[CH3:20])=[O:21])[c:5]([CH3:13])[c:6]2[c:10]1[O:9][C:8]([CH3:11])([CH3:12])[CH2:7]2.[CH3:23][c:24]1[cH:25][cH:26][c:27]([OH:28])[cH:29][cH:30]1.[CH3:31][CH2:32][CH2:33][CH2:34][CH2:35][CH3:36]>>[c:2]1([O:28][c:27]2[cH:26][cH:25][c:24]([CH3:23])[cH:30][cH:29]2)[c:3]([CH3:22])[c:4]([NH:14][C:15]([CH2:16][C:17]([CH3:18])([CH3:19])[CH3:20])=[O:21])[c:5]([CH3:13])[c:6]2[c:10]1[O:9][C:8]([CH3:11])([CH3:12])[CH2:7]2. The reactants are CCN=C=NCCCN(C)C.Cl (EDCl), O=C1NC2=C(N1C(C(=O)O)C1=CC=CC=C1)C=CC=C2 ((2-oxo-2,3-dihydrobenzimidazol-1-yl)phenylacetic acid), C=1C=CC2=C(C1)N=NN2O (HOBt), N1=CC=C(C=C1)N1CCNCC1 (1-pyridin-4-ylpiperazine), C(C)N(C(C)C)C(C)C (ethyldiisopropylamine), C([O-])([O-])=O.[K+].[K+] (potassium carbonate). Run in ClCCl (dichloromethane). Yields the product O=C(C(C1=CC=CC=C1)N1C(NC2=C1C=CC=C2)=O)N2CCN(CC2)C2=CC=NC=C2 (1-[2-Oxo-1-phenyl-2-(4-pyridin-4-ylpiperazin-1-yl)ethyl]-1,3-dihydrobenzimidazol-2-one). As a reaction SMILES: CCN=C=NCCCN(C)C.Cl.[O:13]=[C:14]1[N:18]([CH:19]([C:23]2[CH:28]=[CH:27][CH:26]=[CH:25][CH:24]=2)[C:20]([OH:22])=O)[C:17]2[CH:29]=[CH:30][CH:31]=[CH:32][C:16]=2[NH:15]1.C1C=CC2N(O)N=NC=2C=1.[N:43]1[CH:48]=[CH:47][C:46]([N:49]2[CH2:54][CH2:53][NH:52][CH2:51][CH2:50]2)=[CH:45][CH:44]=1.C(N(C(C)C)C(C)C)C.C(=O)([O-])[O-].[K+].[K+]>ClCCl>[O:22]=[C:20]([N:52]1[CH2:53][CH2:54][N:49]([C:46]2[CH:47]=[CH:48][N:43]=[CH:44][CH:45]=2)[CH2:50][CH2:51]1)[CH:19]([N:18]1[C:17]2[CH:29]=[CH:30][CH:31]=[CH:32][C:16]=2[NH:15][C:14]1=[O:13])[C:23]1[CH:24]=[CH:25][CH:26]=[CH:27][CH:28]=1 |f:0.1,6.7.8|. Reported procedure: 179 mg (0.94 mmol) of EDCl were added to a solution of 193 mg (0.72 mmol) of (2-oxo-2,3-dihydrobenzimidazol-1-yl)phenylacetic acid (VIIId), 106 mg (0.79 mmol) of HOBt, 117 mg (0.72 mmol) of 1-pyridin-4-ylpiperazine and 0.49 ml (2.87 mmol) of ethyldiisopropylamine in dichloromethane (8 ml) while stirring in an ice-water bath. The reaction solution was slowly warmed and stirred at room temperature for 16 h. Half-saturated aqueous potassium carbonate solution was added, and the organic phase was se... Reactants: CC(C)CCN, CCCNCc1ccc(CNCCOc2ccc(C#Cc3ccc(Cl)cc3)cc2)cc1. The product is CC(C)CCNCc1ccc(CNCCOc2ccc(C#Cc3ccc(Cl)cc3)cc2)cc1. As a reaction SMILES: [CH2:32]([CH2:33][CH:34]([CH3:35])[CH3:36])[NH2:37].[Cl:1][c:2]1[cH:3][cH:4][c:5]([C:8]#[C:9][c:10]2[cH:11][cH:12][c:13]([O:14][CH2:15][CH2:16][NH:17][CH2:18][c:19]3[cH:20][cH:21][c:22]([CH2:25][NH:26][CH2:27][CH2:28][CH3:29])[cH:23][cH:24]3)[cH:30][cH:31]2)[cH:6][cH:7]1>>[Cl:1][c:2]1[cH:3][cH:4][c:5]([C:8]#[C:9][c:10]2[cH:11][cH:12][c:13]([O:14][CH2:15][CH2:16][NH:17][CH2:18][c:19]3[cH:20][cH:21][c:22]([CH2:25][NH:37][CH2:32][CH2:33][CH:34]([CH3:35])[CH3:36])[cH:23][cH:24]3)[cH:30][cH:31]2)[cH:6][cH:7]1.